Dataset: the Open Reaction Database (ORD), a public repository of structured organic reaction records. Task: describe an organic reaction: reactants, conditions, products, and yield Reactants: CCOC(=O)C(C)(CCc1ccc(Br)cc1)C(=O)OCC, CCO, [K+], [OH-]. The product is CCOC(=O)C(C)(CCc1ccc(Br)cc1)C(=O)O. As a reaction SMILES: [Br:1][c:2]1[cH:3][cH:4][c:5]([CH2:8][CH2:9][C:10]([C:11](=[O:12])[O:13][CH2:14][CH3:15])([C:16](=[O:17])[O:18][CH2:19][CH3:20])[CH3:21])[cH:6][cH:7]1.[CH3:24][CH2:25][OH:26].[K+:23].[OH-:22]>>[Br:1][c:2]1[cH:3][cH:4][c:5]([CH2:8][CH2:9][C:10]([C:11](=[O:12])[O:13][CH2:14][CH3:15])([C:16](=[O:17])[OH:18])[CH3:21])[cH:6][cH:7]1. Starting materials: COc1cc(OC)c(S(=O)(=O)Cl)cc1C(=O)O, CC(=O)O, Cl, [Sn]. Product: COc1cc(OC)c(C(=O)O)cc1S. Reaction SMILES: [CH3:1][O:2][c:3]1[c:4]([C:5](=[O:6])[OH:7])[cH:8][c:9]([S:14]([Cl:15])(=[O:16])=[O:17])[c:10]([O:12][CH3:13])[cH:11]1.[CH3:20][C:21](=[O:22])[OH:23].[ClH:19].[Sn:18]>>[CH3:1][O:2][c:3]1[c:4]([C:5](=[O:6])[OH:7])[cH:8][c:9]([SH:14])[c:10]([O:12][CH3:13])[cH:11]1. Reactants: ClC=1N=NC=C2C1NC(=C2C)C (7-chloro-2,3-dimethylpyrrolo[2,3-d]pyridazine), FC1=CC=C(CO)C=C1 (4-fluorobenzyl alcohol). The product is FC1=CC=C(COC=2N=NC=C3C2NC(=C3C)C)C=C1 (7-(4-Fluorobenzyloxy)-2,3-dimethylpyrrolo[2,3-d]pyridazine). Isolated yield 29.8%. RXN SMILES: Cl[C:2]1[N:3]=[N:4][CH:5]=[C:6]2[C:10]([CH3:11])=[C:9]([CH3:12])[NH:8][C:7]=12.[F:13][C:14]1[CH:21]=[CH:20][C:17]([CH2:18][OH:19])=[CH:16][CH:15]=1>>[F:13][C:14]1[CH:21]=[CH:20][C:17]([CH2:18][O:19][C:2]2[N:3]=[N:4][CH:5]=[C:6]3[C:10]([CH3:11])=[C:9]([CH3:12])[NH:8][C:7]=23)=[CH:16][CH:15]=1. Procedure: The title compound was prepared as pale yellow crystals in 29.8% yield in a similar procedure to that described in Referential Example 79 by using 7-chloro-2,3-dimethylpyrrolo[2,3-d]pyridazine and 4-fluorobenzyl alcohol. Starting materials: ice water, Cl (hydrochloric acid), OC1=CC=C(C(=O)O)C=C1 (p-hydroxybenzoic acid), CS(=O)C (DMSO), C(CCCCCCC)Br (n-Octyl bromide). The solvent is [OH-].[Na+] (sodium hydroxide). Reaction conditions: time 4 hour. The product is C(CCCCCCC)OC1=CC=C(C(=O)O)C=C1 (p-(n-Octyloxy)benzoic Acid). Reaction SMILES: [OH:1][C:2]1[CH:10]=[CH:9][C:5]([C:6]([OH:8])=[O:7])=[CH:4][CH:3]=1.CS(C)=O.[CH2:15](Br)[CH2:16][CH2:17][CH2:18][CH2:19][CH2:20][CH2:21][CH3:22].Cl>[OH-].[Na+]>[CH2:15]([O:1][C:2]1[CH:10]=[CH:9][C:5]([C:6]([OH:8])=[O:7])=[CH:4][CH:3]=1)[CH2:16][CH2:17][CH2:18][CH2:19][CH2:20][CH2:21][CH3:22] |f:4.5|. Procedure: A solution of p-hydroxybenzoic acid (19.2 g., 150 mmole) in 10% aqueous sodium hydroxide (120 ml.) is added to DMSO (480 ml.) previously heated to 80° C. n-Octyl bromide (28.95 g., 150 mmole) is added dropwise to the solution. The reaction mixture is stirred for 4 hours at room temperature after which it is poured into ice water (1200 ml.). Conc. hydrochloric acid (30 ml.) is added, and the mixture is allowed to stand until precipitation is complete. The precipitate is collected, dried, and crys...